From a dataset of the Open Reaction Database (ORD), a public repository of structured organic reaction records. describe an organic reaction: reactants, conditions, products, and yield The reactants are CON(C)C(=O)c1cccnc1Cl, NCCCN1CCN(c2ccccc2OCC(F)(F)F)CC1. The product is Cl, CON(C)C(=O)c1cccnc1NCCCN1CCN(c2ccccc2OCC(F)(F)F)CC1. RXN SMILES: [Cl:23][c:24]1[c:25]([C:26](=[O:27])[N:28]([CH3:29])[O:30][CH3:31])[cH:32][cH:33][cH:34][n:35]1.[F:1][C:2]([CH2:3][O:4][c:5]1[c:6]([N:11]2[CH2:12][CH2:13][N:14]([CH2:17][CH2:18][CH2:19][NH2:20])[CH2:15][CH2:16]2)[cH:7][cH:8][cH:9][cH:10]1)([F:21])[F:22]>>[ClH:23].[F:1][C:2]([CH2:3][O:4][c:5]1[c:6]([N:11]2[CH2:12][CH2:13][N:14]([CH2:17][CH2:18][CH2:19][NH:20][c:24]3[c:25]([C:26](=[O:27])[N:28]([CH3:29])[O:30][CH3:31])[cH:32][cH:33][cH:34][n:35]3)[CH2:15][CH2:16]2)[cH:7][cH:8][cH:9][cH:10]1)([F:21])[F:22].